This data is from the Open Reaction Database (ORD), a public repository of structured organic reaction records. The task is: describe an organic reaction: reactants, conditions, products, and yield The reactants are COc1ccc(C(C)C#N)cc1CNC1CCCN(C(=O)OC(C)(C)C)C1c1ccccc1, C#CCc1ccc(OC)c(C=O)c1, CC(C)(C)OC(=O)N1CCCC(N)C1c1ccccc1. Product: C#CCc1ccc(OC)c(CNC2CCCN(C(=O)OC(C)(C)C)C2c2ccccc2)c1. Reaction SMILES: [C:34]([O:35][C:36]([N:37]1[CH2:38][CH2:39][CH2:40][CH:41]([NH:42][CH2:43][c:44]2[cH:45][c:46]([CH:47]([C:48]#[N:49])[CH3:50])[cH:51][cH:52][c:53]2[O:54][CH3:55])[CH:56]1[c:57]1[cH:58][cH:59][cH:60][cH:61][cH:62]1)=[O:63])([CH3:64])([CH3:65])[CH3:66].[CH2:1]([C:2]#[CH:3])[c:4]1[cH:5][cH:6][c:7]([O:12][CH3:13])[c:8]([CH:9]=[O:10])[cH:11]1.[NH2:14][CH:15]1[CH:16]([c:28]2[cH:29][cH:30][cH:31][cH:32][cH:33]2)[N:17]([C:21](=[O:22])[O:23][C:24]([CH3:25])([CH3:26])[CH3:27])[CH2:18][CH2:19][CH2:20]1>>[CH2:1]([C:2]#[CH:3])[c:4]1[cH:5][cH:6][c:7]([O:12][CH3:13])[c:8]([CH2:9][NH:14][CH:15]2[CH:16]([c:28]3[cH:29][cH:30][cH:31][cH:32][cH:33]3)[N:17]([C:21](=[O:22])[O:23][C:24]([CH3:25])([CH3:26])[CH3:27])[CH2:18][CH2:19][CH2:20]2)[cH:11]1. Starting materials: Cc1ccnc(Cl)c1I, NN, O, c1ccncc1. RXN SMILES: [Cl:1][c:2]1[n:3][cH:4][cH:5][c:6]([CH3:9])[c:7]1[I:8].[NH2:11][NH2:12].[OH2:10].[cH:13]1[cH:14][cH:15][n:16][cH:17][cH:18]1>>[c:2]1([NH:11][NH2:12])[n:3][cH:4][cH:5][c:6]([CH3:9])[c:7]1[I:8]. Product: Cc1ccnc(NN)c1I.